From a dataset of the Open Reaction Database (ORD), a public repository of structured organic reaction records. describe an organic reaction: reactants, conditions, products, and yield The reactants are NC1=NC=CC(=C1)OC1=CC(=C(C=C1)NC(=O)NC1=CC(=NN1C=1C=C2C=CC=NC2=CC1)C(C)C)F (1-(4-(2-aminopyridin-4-yloxy)-2-fluorophenyl)-3-(3-isopropyl-1-(quinolin-6-yl)-1H-pyrazol-5-yl)urea), N1=CC=CC=C1 (pyridine), C(C)(=O)OC(C)=O (acetic anhydride). The solvent is C(Cl)Cl (CH2Cl2). Conditions: time 60 hour. Yields the product C(C)(=O)NC1=NC=CC(=C1)OC1=CC(=C(C=C1)NC(=O)NC1=CC(=NN1C=1C=C2C=CC=NC2=CC1)C(C)C)F (1-(4-(2-acetamidopyridin-4-yloxy)-2-fluorophenyl)-3-(3-isopropyl-1-(quinolin-6-yl)-1H-pyrazol-5-yl)urea). Yield: 76.0%. As a reaction SMILES: [NH2:1][C:2]1[CH:7]=[C:6]([O:8][C:9]2[CH:14]=[CH:13][C:12]([NH:15][C:16]([NH:18][C:19]3[N:23]([C:24]4[CH:25]=[C:26]5[C:31](=[CH:32][CH:33]=4)[N:30]=[CH:29][CH:28]=[CH:27]5)[N:22]=[C:21]([CH:34]([CH3:36])[CH3:35])[CH:20]=3)=[O:17])=[C:11]([F:37])[CH:10]=2)[CH:5]=[CH:4][N:3]=1.N1C=CC=CC=1.[C:44](OC(=O)C)(=[O:46])[CH3:45]>C(Cl)Cl>[C:44]([NH:1][C:2]1[CH:7]=[C:6]([O:8][C:9]2[CH:14]=[CH:13][C:12]([NH:15][C:16]([NH:18][C:19]3[N:23]([C:24]4[CH:25]=[C:26]5[C:31](=[CH:32][CH:33]=4)[N:30]=[CH:29][CH:28]=[CH:27]5)[N:22]=[C:21]([CH:34]([CH3:35])[CH3:36])[CH:20]=3)=[O:17])=[C:11]([F:37])[CH:10]=2)[CH:5]=[CH:4][N:3]=1)(=[O:46])[CH3:45]. Procedure: A solution of the above 1-(4-(2-aminopyridin-4-yloxy)-2-fluorophenyl)-3-(3-isopropyl-1-(quinolin-6-yl)-1H-pyrazol-5-yl)urea (44 mg, 0.061 mmol theory) and pyridine (0.30 mL, 3.7 mmol) in CH2Cl2 (1 mL) was treated with acetic anhydride (0.040 mL, 0.39 mmol). The reaction was stirred for 60 h and then partitioned between EtOAc and 2 M aq Na2CO3. The organic layer was washed with water and brine. The aqueous phases were back extracted with EtOAc. The combined organic phases were dried (Na2SO4), con... Reactants: C=C(C)C#N, CCSSCC, ClCCl, O=S(=O)(Cl)Cl. Product: CCSC(C)(C#N)CCl. RXN SMILES: [C:12]([C:13](=[CH2:14])[CH3:15])#[N:16].[CH2:1]([S:2][S:4][CH2:5][CH3:6])[CH3:3].[Cl:17][CH2:18][Cl:19].[S:7]([Cl:8])(=[O:9])([Cl:10])=[O:11]>>[S:4]([CH2:5][CH3:6])[C:13]([C:12]#[N:16])([CH2:14][Cl:10])[CH3:15]. Reactants: Cl (hydrochloric acid), resultant mixture, N(=NC(=O)OC(C)C)C(=O)OC(C)C (Diisopropyl azodicarboxylate), CSC1=NC(=CC(=C1NC(CO)=O)SC)C (N-[2,4-bis(methylthio)-6-methylpyridin-3-yl]-2-hydroxyacetamide), I(=O)(=O)O.N1=C(NC2=C1C=CC=C2)SCCN2CCNCC2 (1-[2-(benzimidazol-2-ylthio)ethyl]piperazine iodate), C1(=CC=CC=C1)P(C1=CC=CC=C1)C1=CC=CC=C1 (triphenylphosphine). The solvent is C(C)(=O)OCC (ethyl acetate), O (water), O (water), CN(C=O)C (dimethylformamide). Product: N1=C(NC2=C1C=CC=C2)SCCN2CCN(CC2)CC(=O)NC=2C(=NC(=CC2SC)C)SC (2-[4-[2-(benzimidazol-2-ylthio)ethyl]piperazin-1-yl]-N-[2,4-bis(methylthio)-6-methylpyridin-3-yl]acetamide). Yield: 94.0%. As a reaction SMILES: N(C(OC(C)C)=O)=NC(OC(C)C)=O.[CH3:15][S:16][C:17]1[C:22]([NH:23][C:24](=[O:27])[CH2:25]O)=[C:21]([S:28][CH3:29])[CH:20]=[C:19]([CH3:30])[N:18]=1.I(O)(=O)=O.[N:35]1[C:39]2[CH:40]=[CH:41][CH:42]=[CH:43][C:38]=2[NH:37][C:36]=1[S:44][CH2:45][CH2:46][N:47]1[CH2:52][CH2:51][NH:50][CH2:49][CH2:48]1.C1(P(C2C=CC=CC=2)C2C=CC=CC=2)C=CC=CC=1.Cl>CN(C)C=O.C(OCC)(=O)C.O>[N:35]1[C:39]2[CH:40]=[CH:41][CH:42]=[CH:43][C:38]=2[NH:37][C:36]=1[S:44][CH2:45][CH2:46][N:47]1[CH2:52][CH2:51][N:50]([CH2:25][C:24]([NH:23][C:22]2[C:17]([S:16][CH3:15])=[N:18][C:19]([CH3:30])=[CH:20][C:21]=2[S:28][CH3:29])=[O:27])[CH2:49][CH2:48]1 |f:2.3|. Reported procedure: Diisopropyl azodicarboxylate (0.770 mL, 1.52 mmol) was added dropwise to a solution of N-[2,4-bis(methylthio)-6-methylpyridin-3-yl]-2-hydroxyacetamide (131 mg, 0.508 mmol), 1-[2-(benzimidazol-2-ylthio)ethyl]piperazine iodate (933 mg, 1.88 mmol) and triphenylphosphine (470 mg, 1.79 mmol) in dimethylformamide (3 mL) under stirring with water cooling over 5 minutes. The resultant mixture was stirred at room temperature for 60 minutes, and water (10 mL) was added thereto. Subsequently, 1 mol/L hydro... The reactants are O=C([O-])[O-], CO, Cc1ccccc1, CN(C)CCC(C#N)c1ccc(I)cc1, CCO, CCOC(C)=O, ClCCl, [Na+], [Na+], CC(C)(O)C(C)(C)O, c1ccc(P(c2ccccc2)(c2ccccc2)[Pd](P(c2ccccc2)(c2ccccc2)c2ccccc2)(P(c2ccccc2)(c2ccccc2)c2ccccc2)P(c2ccccc2)(c2ccccc2)c2ccccc2)cc1, OB(O)c1ccncc1. The product is CN(C)CCC(C#N)c1ccc(-c2ccncc2)cc1. RXN SMILES: [C:26](=[O:27])([O-:28])[O-:29].[CH3:132][OH:133].[CH3:16][c:17]1[cH:18][cH:19][cH:20][cH:21][cH:22]1.[CH3:1][N:2]([CH2:3][CH2:4][CH:5]([C:6]#[N:7])[c:8]1[cH:9][cH:10][c:11]([I:14])[cH:12][cH:13]1)[CH3:15].[CH3:23][CH2:24][OH:25].[CH3:49][CH2:50][O:51][C:52]([CH3:53])=[O:54].[Cl:134][CH2:135][Cl:136].[Na+:30].[Na+:31].[OH:32][C:33]([C:34]([OH:35])([CH3:36])[CH3:37])([CH3:38])[CH3:39].[cH:55]1[cH:56][cH:57][c:58]([P:59]([Pd:60]([P:61]([c:62]2[cH:63][cH:64][cH:65][cH:66][cH:67]2)([c:68]2[cH:69][cH:70][cH:71][cH:72][cH:73]2)[c:74]2[cH:75][cH:76][cH:77][cH:78][cH:79]2)([P:80]([c:81]2[cH:82][cH:83][cH:84][cH:85][cH:86]2)([c:87]2[cH:88][cH:89][cH:90][cH:91][cH:92]2)[c:93]2[cH:94][cH:95][cH:96][cH:97][cH:98]2)[P:99]([c:100]2[cH:101][cH:102][cH:103][cH:104][cH:105]2)([c:106]2[cH:107][cH:108][cH:109][cH:110][cH:111]2)[c:112]2[cH:113][cH:114][cH:115][cH:116][cH:117]2)([c:118]2[cH:119][cH:120][cH:121][cH:122][cH:123]2)[c:124]2[cH:125][cH:126][cH:127][cH:128][cH:129]2)[cH:130][cH:131]1.[n:40]1[cH:41][cH:42][c:43]([B:46]([OH:47])[OH:48])[cH:44][cH:45]1>>[CH3:1][N:2]([CH2:3][CH2:4][CH:5]([C:6]#[N:7])[c:8]1[cH:9][cH:10][c:11](-[c:43]2[cH:42][cH:41][n:40][cH:45][cH:44]2)[cH:12][cH:13]1)[CH3:15]. Reactants: C(C)(C)(C)C1=NSC(=C1C#N)Cl (3-tert-butyl-5-chloroisothiazole-4-carbonitrile), CC1=C(N)C=C(C(=C1)O)C (2,5-dimethyl-4-hydroxyaniline), C([O-])([O-])=O.[K+].[K+] (potassium carbonate). The solvent is CN(C)C=O (DMF). Product: NC1=CC(=C(OC2=C(C(=NS2)C(C)(C)C)C#N)C=C1C)C (5-(4-amino-2,5-dimethylphenoxy)-3-tert-butylisothiazole-4-carbonitrile). RXN SMILES: [C:1]([C:5]1[C:9]([C:10]#[N:11])=[C:8](Cl)[S:7][N:6]=1)([CH3:4])([CH3:3])[CH3:2].[CH3:13][C:14]1[CH:20]=[C:19]([OH:21])[C:18]([CH3:22])=[CH:17][C:15]=1[NH2:16].C(=O)([O-])[O-].[K+].[K+]>CN(C=O)C>[NH2:16][C:15]1[C:14]([CH3:13])=[CH:20][C:19]([O:21][C:8]2[S:7][N:6]=[C:5]([C:1]([CH3:4])([CH3:3])[CH3:2])[C:9]=2[C:10]#[N:11])=[C:18]([CH3:22])[CH:17]=1 |f:2.3.4|. Procedure details: A suspension of 5.0 g (24.9 mmol) of 3-tert-butyl-5-chloroisothiazole-4-carbonitrile, 3.41 g (24.9 mmol) of 2,5-dimethyl-4-hydroxyaniline and 5.51 g (39.86 mmol) of potassium carbonate in 100 ml of DMF is heated under reflux for 6 h. After cooling, the reaction mixture is poured onto ice-water. After extraction with dichloromethane, the combined organic phases are dried over Na2SO4 and freed from the solvent under reduced pressure. Reactants: FC=1C=C(C=CC1)C1CC(C2=CC(=CC=C12)O)=O (3-(3-Fluorophenyl)-2,3-dihydro-6-hydroxyinden-1-one), OC1=CC=C2C(CC(C2=C1)=O)C1=CC=CC=C1 (2,3-dihydro-6-hydroxy-3-phenylinden-1-one). Product: C(C)(=O)OC=1C=C2C(CC(C2=CC1)C1=CC(=CC=C1)F)=O (1-(3-Fluorophenyl)-2,3-dihydro-3-oxo-1H-inden-5-yl acetate). The yield is 92.0%. RXN SMILES: [F:1][C:2]1[CH:3]=[C:4]([CH:8]2[C:16]3[C:11](=[CH:12][C:13]([OH:17])=[CH:14][CH:15]=3)[C:10](=[O:18])[CH2:9]2)[CH:5]=[CH:6][CH:7]=1.[OH:19][C:20]1C=C2C(C(C3C=CC=CC=3)CC2=O)=C[CH:21]=1>>[C:20]([O:17][C:13]1[CH:12]=[C:11]2[C:16](=[CH:15][CH:14]=1)[CH:8]([C:4]1[CH:5]=[CH:6][CH:7]=[C:2]([F:1])[CH:3]=1)[CH2:9][C:10]2=[O:18])(=[O:19])[CH3:21]. Procedure: The procedure of Step 3 of Example 1 was repeated except for using 3-(3-fluorophenyl)-2,3-dihydro-6-hydroxyinden-1-one obtained in Step 2 as a starting material instead of 2,3-dihydro-6-hydroxy-3-phenylinden-1-one to obtain the title compound (92%). The reactants are O1C(CCC1=O)=O (dihydrofuran-2,5-dione), Cl (HCl), C(CCC)[Li] (n-Butyllithium), C(C1=CC=CC=C1)C1=CC=CC=C1 (1,1′-methylenedibenzene). Solvent: C1CCOC1 (THF), CCOC(=O)C (EtOAc), CCCCCC (n-hexane), C1CCOC1 (THF). Reaction conditions: time 4 hour. The product is O=C(CCC(=O)O)C(C1=CC=CC=C1)C1=CC=CC=C1 (4-oxo-5,5-diphenylpentanoic acid). Isolated yield 46.2%. Reaction SMILES: C([Li])CCC.[CH2:6]([C:13]1[CH:18]=[CH:17][CH:16]=[CH:15][CH:14]=1)[C:7]1[CH:12]=[CH:11][CH:10]=[CH:9][CH:8]=1.[O:19]1[C:23](=[O:24])[CH2:22][CH2:21][C:20]1=[O:25].Cl>CCCCCC.C1COCC1.CCOC(C)=O>[O:24]=[C:23]([CH:6]([C:7]1[CH:12]=[CH:11][CH:10]=[CH:9][CH:8]=1)[C:13]1[CH:18]=[CH:17][CH:16]=[CH:15][CH:14]=1)[CH2:22][CH2:21][C:20]([OH:25])=[O:19]. Reported procedure: 1.59M n-Butyllithium solution in n-hexane (25 mL) was added dropwise to a stirred solution of 1,1′-methylenedibenzene (6.73 g) in THF (75 mL) below 35° C. under N2 gas atmosphere. The reaction mixture was added dropwise to a solution of dihydrofuran-2,5-dione(2 g) in THF (50 mL) below 25° C. After stirring for 4 hours. 1M HCl aqueous solution (45 mL) and EtOAc were poured into the reaction mixture. The organic layer was separated and was washed with water and brine, and dried over anhydrous MgSO...